From a dataset of the Open Reaction Database (ORD), a public repository of structured organic reaction records. describe an organic reaction: reactants, conditions, products, and yield Reactants: C=CC=C (butadiene), C(C)(C)(C)C=CC1=CC=CC=C1 (t-butylstyrene). Yields the product C(=C)C1=C(C=CC=C1)C=C (divinyl benzene). RXN SMILES: [CH2:1]=[CH:2]C=C.C([CH:9]=[CH:10][C:11]1[CH:16]=[CH:15][CH:14]=[CH:13][CH:12]=1)(C)(C)C>>[CH:1]([C:16]1[CH:15]=[CH:14][CH:13]=[CH:12][C:11]=1[CH:10]=[CH2:9])=[CH2:2]. Reported procedure: A second reactor (7.6 L, purchased from Chemineer, Inc.) was used to make poly(t-butyl styrene) (“PtBuSt”). The second reactor was first charged with 0.51 lbs of t-butyl styrene, followed by 3 lbs of hexane. Polymerization was initiated at 57° C. by adding 3 ml of 1.6 M oligomeric oxolanyl propanes in hexane and 4 ml of 1.54 M n-butyllithium in hexane. The polymerization was then allowed to continue for approximately two hours. The GPC analysis indicated that the PtBuSt in the solution had an Mn... Yield: 76.4%. The reactants are [N+](=O)([O-])C1=CC=C(C=C1)OC(\C=C\C=C(C1=CC(=CC=C1)OC)C1=CC(=CC=C1)OC)=O ((E)-5,5-bis(3-methoxyphenyl)-2,4-pentadienoic acid 4-nitrophenyl ester), N1=CC(=CC=C1)CCCCCCN (3-pyridinehexanamine). Yields the product COC=1C=C(C=CC1)C(=C/C=C/C(=O)NCCCCCCC=1C=NC=CC1)C1=CC(=CC=C1)OC ((E)-5,5-bis(3-methoxyphenyl)-N-[6-(3-pyridinyl)hexyl]-2,4-pentadienamide). The solvent is O1CCCC1 (tetrahydrofuran). As a reaction SMILES: [N+](C1C=CC([O:10][C:11](=O)/[CH:12]=[CH:13]/[CH:14]=[C:15]([C:24]2[CH:29]=[CH:28][CH:27]=[C:26]([O:30][CH3:31])[CH:25]=2)[C:16]2[CH:21]=[CH:20][CH:19]=[C:18]([O:22][CH3:23])[CH:17]=2)=CC=1)([O-])=O.[N:33]1[CH:38]=[CH:37][CH:36]=[C:35]([CH2:39][CH2:40][CH2:41][CH2:42][CH2:43][CH2:44][NH2:45])[CH:34]=1>O1CCCC1>[CH3:31][O:30][C:26]1[CH:25]=[C:24]([C:15]([C:16]2[CH:21]=[CH:20][CH:19]=[C:18]([O:22][CH3:23])[CH:17]=2)=[CH:14]/[CH:13]=[CH:12]/[C:11]([NH:45][CH2:44][CH2:43][CH2:42][CH2:41][CH2:40][CH2:39][C:35]2[CH:34]=[N:33][CH:38]=[CH:37][CH:36]=2)=[O:10])[CH:29]=[CH:28][CH:27]=1. Procedure: As in Example 134. a solution of (E)-5,5-bis(3-methoxyphenyl)-2,4-pentadienoic acid 4-nitrophenyl ester (3.0 g) and 3-pyridinehexanamine (1.25 g) in tetrahydrofuran (20 mL) was stirred for 1.5 hours at room temperature and was then worked up in the usual manner. The product was purified by HPLC (ethyl acetate) and triturated with ether to give 2.5 g of (E)-5,5-bis(3-methoxyphenyl)-N-[6-(3-pyridinyl)hexyl]-2,4-pentadienamide mp 66°-70° C. Crystallization of a portion from ethyl acetate-hexane aff... Reaction conditions: time 30 minute. Reaction SMILES: [CH:1]1([C:4]2[N:5]=[CH:6][C:7]([O:10][C@H:11]3[CH2:20][N:14]4[CH2:15][C:16](=[O:19])[NH:17][CH2:18][C@@H:13]4[CH2:12]3)=[N:8][CH:9]=2)[CH2:3][CH2:2]1.O1CCCC1.[H-].[Na+].Br[CH2:29][C:30]1[CH:35]=[CH:34][CH:33]=[C:32]([C:36]([F:39])([F:38])[F:37])[CH:31]=1>CN(C)C=O>[CH:1]1([C:4]2[N:5]=[CH:6][C:7]([O:10][C@H:11]3[CH2:20][N:14]4[CH2:15][C:16](=[O:19])[N:17]([CH2:29][C:30]5[CH:35]=[CH:34][CH:33]=[C:32]([C:36]([F:37])([F:38])[F:39])[CH:31]=5)[CH2:18][C@@H:13]4[CH2:12]3)=[N:8][CH:9]=2)[CH2:3][CH2:2]1 |f:2.3|. Run in CN(C=O)C (N,N-dimethylformamide). Reported procedure: To a solution of the product from Example 201C (64 mg, 0.233 mmol) in 4:1 tetrahydrofuran:N,N-dimethylformamide (2 mL) was added sodium hydride (11.2 mg, 0.280 mmol). The resulting mixture was stirred at ambient temperate for 30 minutes, and 1-(bromomethyl)-3-(trifluoromethyl)benzene (42.8 μL, 0.280 mmol) was added. The mixture was stirred at ambient temperature for 1 hour and was then partitioned between water and ethyl acetate. The organic layer was dried over sodium sulfate, filtered, and con... Yields the product C1(CC1)C=1N=CC(=NC1)O[C@@H]1C[C@@H]2N(CC(N(C2)CC2=CC(=CC=C2)C(F)(F)F)=O)C1 ((7R,8aS)-7-[(5-cyclopropylpyrazin-2-yl)oxy]-2-[3-(trifluoromethyl)benzyl]-hexahydropyrrolo[1,2-a]pyrazin-3(4H)-one), oil. The yield is 13.0%. The reactants are C1(CC1)C=1N=CC(=NC1)O[C@@H]1C[C@@H]2N(CC(NC2)=O)C1 ((7R,8aS)-7-[(5-cyclopropylpyrazin-2-yl)oxy]hexahydropyrrolo[1,2-a]-pyrazin-3(4H)-one), O1CCCC1 (tetrahydrofuran), [H-].[Na+] (sodium hydride), BrCC1=CC(=CC=C1)C(F)(F)F (1-(bromomethyl)-3-(trifluoromethyl)benzene). Starting materials: NC=1C=NC=CC1C1CC(C2C(N(C(O2)=O)C(=O)OC(C)(C)C)C1)C ((+/−)-tert-butyl 5-(3-aminopyridin-4-yl)-7-methyl-2-oxohexahydrobenzo[d]oxazole-3(2H)-carboxylate), BrC1=C(C=CC(=N1)C(=O)O)F (6-bromo-5-fluoropicolinic acid). Solvent: CCOC(=O)C (EtOAc). Yields the product BrC1=C(C=CC(=N1)C(=O)NC=1C=NC=CC1C1CC(C2C(N(C(O2)=O)C(=O)OC(C)(C)C)C1)C)F ((+/−)-tert-butyl 5-(3-(6-bromo-5-fluoropicolinamido)pyridin-4-yl)-7-methyl-2-oxohexahydrobenzo[d]oxazole-3(2H)-carboxylate). Reaction SMILES: [NH2:1][C:2]1[CH:3]=[N:4][CH:5]=[CH:6][C:7]=1[CH:8]1[CH2:24][CH:12]2[N:13]([C:17]([O:19][C:20]([CH3:23])([CH3:22])[CH3:21])=[O:18])[C:14](=[O:16])[O:15][CH:11]2[CH:10]([CH3:25])[CH2:9]1.[Br:26][C:27]1[N:32]=[C:31]([C:33](O)=[O:34])[CH:30]=[CH:29][C:28]=1[F:36]>CCOC(C)=O>[Br:26][C:27]1[N:32]=[C:31]([C:33]([NH:1][C:2]2[CH:3]=[N:4][CH:5]=[CH:6][C:7]=2[CH:8]2[CH2:24][CH:12]3[N:13]([C:17]([O:19][C:20]([CH3:21])([CH3:23])[CH3:22])=[O:18])[C:14](=[O:16])[O:15][CH:11]3[CH:10]([CH3:25])[CH2:9]2)=[O:34])[CH:30]=[CH:29][C:28]=1[F:36]. Procedure: Following Method 9, (+/−)-tert-butyl 5-(3-aminopyridin-4-yl)-7-methyl-2-oxohexahydrobenzo[d]oxazole-3(2H)-carboxylate and 6-bromo-5-fluoropicolinic acid were coupled and following addition of EtOAc and washing with H2O, NaCl(sat.) and drying over MgSO4, (+/−)-tert-butyl 5-(3-(6-bromo-5-fluoropicolinamido)pyridin-4-yl)-7-methyl-2-oxohexahydrobenzo[d]oxazole-3(2H)-carboxylate was obtained. LCMS (m/z): 549.2/551.2 (MH+), Rt=0.78 min. Starting materials: C(C)(C)(C)OC(=O)N1[C@@H](CCC1=O)CC1=CC=C(C=C1)C1=CC=CC=C1 ((S)-2-Biphenyl-4-ylmethyl-5-oxo-pyrrolidine-1-carboxylic acid tert-butyl ester), CC(C)([O-])C.[Li+] (lithium tert-butoxide), N,N,N′N′-tetramethylformamidinium hexafluorophosphate. The solvent is O1CCCC1 (tetrahydrofuran). Conditions: temperature 60 celsius, time 1 hour. Product: (R)-5-Biphenyl-4-ylmethyl-3-[1-dimethylaminometh-(E/Z)-ylidene]-2-oxo-pyrrolidine-1-carboxylic acid tert-butyl ester, C(C)(C)(C)OC(=O)N1C(/C(/C[C@H]1CC1=CC=C(C=C1)C1=CC=CC=C1)=C/N(C(C)C)C(C)C)=O ((R)-5-biphenyl-4-ylmethyl-3-[1-diisopropylamino-meth-(E)-ylidene]-2-oxo-pyrrolidine-1-carboxylic acid tert-butyl ester). Reaction SMILES: C[C:2]([CH3:5])([O-])[CH3:3].[Li+].[C:7]([O:11][C:12]([N:14]1[C:18](=[O:19])[CH2:17][CH2:16][C@H:15]1[CH2:20][C:21]1[CH:26]=[CH:25][C:24]([C:27]2[CH:32]=[CH:31][CH:30]=[CH:29][CH:28]=2)=[CH:23][CH:22]=1)=[O:13])([CH3:10])([CH3:9])[CH3:8]>O1CCCC1>[C:7]([O:11][C:12]([N:14]1[C@H:15]([CH2:20][C:21]2[CH:22]=[CH:23][C:24]([C:27]3[CH:28]=[CH:29][CH:30]=[CH:31][CH:32]=3)=[CH:25][CH:26]=2)[CH2:16]/[C:17](=[CH:12]\[N:14]([CH:15]([CH3:20])[CH3:16])[CH:2]([CH3:5])[CH3:3])/[C:18]1=[O:19])=[O:13])([CH3:10])([CH3:8])[CH3:9] |f:0.1|. Procedure: A mixture of lithium tert-butoxide (2.8 eq, 2.8 mmol, 1 M solution in THF) and N,N,N′N′-tetramethylformamidinium hexafluorophosphate (18, R6=Me, R7=Me) (3 eq, 3 mmol) is stirred at 60° C. for 1 h. The mixture is then cooled to room temperature. The mixture is then diluted with tetrahydrofuran to a total volume of 5 ml. (S)-2-Biphenyl-4-ylmethyl-5-oxo-pyrrolidine-1-carboxylic acid tert-butyl ester (8-a, R1=Boc) (1 eq, 1 mmol) is then added to the mixture. The mixture is then stirred at room tempe...